From a dataset of the Open Reaction Database (ORD), a public repository of structured organic reaction records. describe an organic reaction: reactants, conditions, products, and yield Reactants: CCCCCCCCCCCCCCCCOc1cc(NS(=O)(=O)c2cc([N+](=O)[O-])ccc2OCCOC)c(O)cc1C, CC(C)O, [Cl-], [Fe], [NH4+], O. The product is CCCCCCCCCCCCCCCCOc1cc(NS(=O)(=O)c2cc(N)ccc2OCCOC)c(O)cc1C. Reaction SMILES: [CH3:1][O:2][CH2:3][CH2:4][O:5][c:6]1[c:7]([S:15](=[O:16])(=[O:17])[NH:18][c:19]2[c:20]([OH:43])[cH:21][c:22]([CH3:42])[c:23]([O:25][CH2:26][CH2:27][CH2:28][CH2:29][CH2:30][CH2:31][CH2:32][CH2:33][CH2:34][CH2:35][CH2:36][CH2:37][CH2:38][CH2:39][CH2:40][CH3:41])[cH:24]2)[cH:8][c:9]([N+:12]([O-:13])=[O:14])[cH:10][cH:11]1.[CH:48]([OH:49])([CH3:50])[CH3:51].[Cl-:44].[Fe:47].[NH4+:45].[OH2:46]>>[CH3:1][O:2][CH2:3][CH2:4][O:5][c:6]1[c:7]([S:15](=[O:16])(=[O:17])[NH:18][c:19]2[c:20]([OH:43])[cH:21][c:22]([CH3:42])[c:23]([O:25][CH2:26][CH2:27][CH2:28][CH2:29][CH2:30][CH2:31][CH2:32][CH2:33][CH2:34][CH2:35][CH2:36][CH2:37][CH2:38][CH2:39][CH2:40][CH3:41])[cH:24]2)[cH:8][c:9]([NH2:12])[cH:10][cH:11]1. The reactants are C(C)OC(C=C(C=CC=C(C)C=O)C)=O (7-formyl-3-methyl-octa-2,4,6-trien-1-oic acid ethyl ester), [BH4-].[Na+] (sodium borohydride), Cl (hydrochloric acid). The solvent is C(C)O (ethanol). Conditions: temperature 10 celsius, time 2 hour. Product: C(C)OC(C=C(C=CC=C(CO)C)C)=O (8-hydroxy-3,7-dimethyl-octa-2,4,6-trien-1-oic acid ethyl ester). RXN SMILES: [CH2:1]([O:3][C:4](=[O:15])[CH:5]=[C:6]([CH3:14])[CH:7]=[CH:8][CH:9]=[C:10]([CH:12]=[O:13])[CH3:11])[CH3:2].[BH4-].[Na+].Cl>C(O)C>[CH2:1]([O:3][C:4](=[O:15])[CH:5]=[C:6]([CH3:14])[CH:7]=[CH:8][CH:9]=[C:10]([CH3:11])[CH2:12][OH:13])[CH3:2] |f:1.2|. Procedure details: 36 g. of 7-formyl-3-methyl-octa-2,4,6-trien-1-oic acid ethyl ester are dissolved in 600 ml. of absolute ethanol. The solution is treated portionwise with 1.8 g. of sodium borohydride. The mixture is stirred for 2 hours at 10° C., then poured onto ice water and 3 n aqueous hydrochloric acid and extracted with ether. The ether extract is washed successively with water, a saturated aqueous sodium bicarbonate sodium and once more with water, dried over sodium sulfate and evaporated. There is obtaine... Reaction SMILES: Cl[CH2:2][CH2:3][CH2:4][N:5]1[C:13](=[O:14])[N:12]2[C:7]([CH2:8][O:9][C:10]3[CH:18]=[CH:17][CH:16]=[CH:15][C:11]=32)=[N:6]1.[I-].[K+].[C:21]1([N:27]2[CH2:32][CH2:31][NH:30][CH2:29][CH2:28]2)[CH:26]=[CH:25][CH:24]=[CH:23][CH:22]=1>CN(C=O)C>[C:21]1([N:27]2[CH2:32][CH2:31][N:30]([CH2:2][CH2:3][CH2:4][N:5]3[C:13](=[O:14])[N:12]4[C:7]([CH2:8][O:9][C:10]5[CH:18]=[CH:17][CH:16]=[CH:15][C:11]=54)=[N:6]3)[CH2:29][CH2:28]2)[CH:26]=[CH:25][CH:24]=[CH:23][CH:22]=1 |f:1.2|. Procedure: A stirred solution of 1.32 g. (0.005 mole) of 2-(3-chloropropyl)2,4-dihydro-1H-[1,2,4]triazolo[3,4-c][1,4]benzoxazin-1-one in 25 ml. of dry DMF was treated with 0.83 g. (0.005 mole) of potassium iodide and 1.78 g. (0.011 mole) of N-phenylpiperazine. The resulting mixture was kept at 50° C. for 18 hours, at 85° C. for 2 hours and at 105° C. for 2.5 hours. The mixture was then cooled, poured into ice water and extracted with methylene chloride. The methylene chloride extracts were combined, washed... Run in CN(C)C=O (DMF). Reaction conditions: time 2.5 hour. Starting materials: ClCCCN1N=C2COC3=C(N2C1=O)C=CC=C3 (2-(3-chloropropyl)2,4-dihydro-1H-[1,2,4]triazolo[3,4-c][1,4]benzoxazin-1-one), ice water, [I-].[K+] (potassium iodide), C1(=CC=CC=C1)N1CCNCC1 (N-phenylpiperazine). Yields the product C1(=CC=CC=C1)N1CCN(CC1)CCCN1N=C2COC3=C(N2C1=O)C=CC=C3 (2,4-Dihydro-2-[3-(4-phenylpiperazin-1-yl)propyl]-1H-[1,2,4]triazolo[3,4-c][1,4]benzoxazin-1-one). Starting materials: C1(=CC=C(C=C1)C(=O)N1[C@@H](CC(C1)=NOC)C(N)=NO)C1=CC=CC=C1 ((2S,4EZ)-1-([1,1′-biphenyl]-4-ylcarbonyl)-N′-hydroxy-4-(methoxyimino)-2-pyrrolidinecarboximidamide), C1(=CC=C(C=C1)C(=O)N1[C@@H](CC(C1)=NOC)C(N)=NO)C1=CC=CC=C1 ((2S,4EZ)-1-([1,1′-biphenyl]-4-ylcarbonyl)-N′-hydroxy-4-(methoxyimino)-2-pyrrolidinecarboximidamide), C1(CCCC1)C(=O)O (cyclopentanecarboxylic acid). Product: CON=C1CN([C@@H](C1)C1=NOC(=N1)C1CCCC1)C(=O)C1=CC=C(C=C1)C1=CC=CC=C1 ((3EZ,5S)-1-([1,1′-biphenyl]-4-ylcarbonyl)-5-(5-cyclopentyl-1,2,4-oxadiazol-3-yl)-3-pyrrolidinone O-methyloxime). RXN SMILES: [C:1]1([C:21]2[CH:26]=[CH:25][CH:24]=[CH:23][CH:22]=2)[CH:6]=[CH:5][C:4]([C:7]([N:9]2[CH2:13][C:12](=[N:14][O:15][CH3:16])[CH2:11][C@H:10]2[C:17](=[N:19][OH:20])[NH2:18])=[O:8])=[CH:3][CH:2]=1.[CH:27]1([C:32](O)=O)[CH2:31][CH2:30][CH2:29][CH2:28]1>>[CH3:16][O:15][N:14]=[C:12]1[CH2:11][C@@H:10]([C:17]2[N:18]=[C:32]([CH:27]3[CH2:31][CH2:30][CH2:29][CH2:28]3)[O:20][N:19]=2)[N:9]([C:7]([C:4]2[CH:3]=[CH:2][C:1]([C:21]3[CH:26]=[CH:25][CH:24]=[CH:23][CH:22]=3)=[CH:6][CH:5]=2)=[O:8])[CH2:13]1. Procedure details: Following the general method as outlined in Example 15, starting from (2S,4EZ)-1-([1,1′-biphenyl]-4-ylcarbonyl)-N′-hydroxy-4-(methoxyimino)-2-pyrrolidinecarboximidamide (Intermediate 8) and cyclopentanecarboxylic acid, the title compound was obtained in 62% purity by HPLC. MS(ESI+): m/z=431.1. Reactants: C(CCC)[Li] (Butyllithium), C1(=CC=CC=C1)CN1C=NC2=C1C=CC=C2 (1-(phenylmethyl)benzimidazole), CC(C)(C)OC(=O)N1CCC(CC1)C(=O)OCC (4-(ethoxy-carbonyl)-1-piperidinecarboxylic acid 1,1-dimethylethyl ester), CC(C)NC(C)C (N-(1-methylethyl)-2-propanamine). Run in CCCCCC (hexane), O (water), C1CCOC1 (THF), C1CCOC1 (THF). Reaction conditions: temperature -70 celsius, time 15 minute. The product is C1(=CC=CC=C1)CN1C(=NC2=C1C=CC=C2)C(=O)C2CCN(CC2)C(=O)OC(C)(C)C ((1,1-dimethylethyl) 4-[[1-(phenylmethyl)-1H-benzimidazol-2-yl]carbonyl]-1-piperidinecarboxylate). The yield is 85.6%. As a reaction SMILES: CC(NC(C)C)C.C([Li])CCC.[C:13]1([CH2:19][N:20]2[C:24]3[CH:25]=[CH:26][CH:27]=[CH:28][C:23]=3[N:22]=[CH:21]2)[CH:18]=[CH:17][CH:16]=[CH:15][CH:14]=1.[CH3:29][C:30]([O:33][C:34]([N:36]1[CH2:41][CH2:40][CH:39]([C:42](OCC)=[O:43])[CH2:38][CH2:37]1)=[O:35])([CH3:32])[CH3:31]>C1COCC1.CCCCCC.O>[C:13]1([CH2:19][N:20]2[C:24]3[CH:25]=[CH:26][CH:27]=[CH:28][C:23]=3[N:22]=[C:21]2[C:42]([CH:39]2[CH2:40][CH2:41][N:36]([C:34]([O:33][C:30]([CH3:32])([CH3:31])[CH3:29])=[O:35])[CH2:37][CH2:38]2)=[O:43])[CH:14]=[CH:15][CH:16]=[CH:17][CH:18]=1. Procedure: A mixture of N-(1-methylethyl)-2-propanamine (16.7 g) in THF (600ml) was stirred at −70° C. under N2 flow. Butyllithium in hexane (63 ml; 2.5 M) was added portionwise and the temperature was allowed to rise to −40° C. and stirring was continued for 15 minutes. The mixture was cooled to −70° C. and a suspension of 1-(phenylmethyl)benzimidazole (31.3 g) in THF was added dropwise. After stirring for 1 hour at −70° C., 4-(ethoxy-carbonyl)-1-piperidinecarboxylic acid 1,1-dimethylethyl ester (42.5 g) ... Starting materials: CCOC(=O)C=C(C)c1cc2c(-c3cc(C(C)(C)C)cc(C(C)(C)C)c3OCC(F)F)cccc2s1, C1CCOC1, CO, [Li+], [OH-]. Product: CC(=CC(=O)O)c1cc2c(-c3cc(C(C)(C)C)cc(C(C)(C)C)c3OCC(F)F)cccc2s1. RXN SMILES: [CH2:1]([CH3:2])[O:3][C:4]([CH:5]=[C:6]([CH3:7])[c:8]1[cH:9][c:10]2[c:11]([s:12]1)[cH:13][cH:14][cH:15][c:16]2-[c:17]1[c:18]([O:31][CH2:32][CH:33]([F:34])[F:35])[c:19]([C:27]([CH3:28])([CH3:29])[CH3:30])[cH:20][c:21]([C:23]([CH3:24])([CH3:25])[CH3:26])[cH:22]1)=[O:36].[CH2:37]1[O:38][CH2:39][CH2:40][CH2:41]1.[CH3:44][OH:45].[Li+:43].[OH-:42]>>[O:3]=[C:4]([CH:5]=[C:6]([CH3:7])[c:8]1[cH:9][c:10]2[c:11]([s:12]1)[cH:13][cH:14][cH:15][c:16]2-[c:17]1[c:18]([O:31][CH2:32][CH:33]([F:34])[F:35])[c:19]([C:27]([CH3:28])([CH3:29])[CH3:30])[cH:20][c:21]([C:23]([CH3:24])([CH3:25])[CH3:26])[cH:22]1)[OH:36]. Starting materials: C1(=CC=CC=C1)N=C=O (phenylisocyanate), COC(C1=C(N=CC=C1)N)=O (2-aminonicotinic acid methyl ester). Solvent: N1=CC=CC=C1 (pyridine). The product is C1(=CC=CC=C1)N1C(NC2=C(C1=O)C=CC=N2)=O (3-phenyl-1H-pyrido[2,3-d]pyrimidine-2,4-dione). Yield: 61.2%. As a reaction SMILES: [C:1]1([N:7]=[C:8]=[O:9])[CH:6]=[CH:5][CH:4]=[CH:3][CH:2]=1.C[O:11][C:12](=O)[C:13]1[CH:18]=[CH:17][CH:16]=[N:15][C:14]=1[NH2:19]>N1C=CC=CC=1>[C:1]1([N:7]2[C:12](=[O:11])[C:13]3[CH:18]=[CH:17][CH:16]=[N:15][C:14]=3[NH:19][C:8]2=[O:9])[CH:6]=[CH:5][CH:4]=[CH:3][CH:2]=1. Reported procedure: 17.22 g (144.6 mmol, 15.7 ml) phenylisocyanate was added to a suspenssion of 7.00 g (46.0 mmol) 2-aminonicotinic acid methyl ester in dry pyridine. The mixture was refluxed for 16 hours. The pyridine is was removed under reduced pressure and the residue was treated with 280 ml ethanol. The mixture is refluxed for 10 minutes. Upon cooling down 3-phenyl-1H-pyrido[2,3-d]pyrimidine-2,4-dione crystallized from the medium and was recrystallized from methoxypropanol. 6.73 g (61%) 3-phenyl-1H-pyrido[2,3... The reactants are COC(CC1=CC=CC=C1)=C(C#N)C#N ((1-methoxy-2-phenylethylidene)malononitrile), CNN (methylhydrazine). Solvent: C(C)O (ethanol). Yields the product NC1=C(C(=NN1C)CC1=CC=CC=C1)C#N (5-amino-3-benzyl-1-methyl-1H-pyrazole-4-carbonitrile). Reaction SMILES: CO[C:3](=[C:11]([C:14]#[N:15])[C:12]#[N:13])[CH2:4][C:5]1[CH:10]=[CH:9][CH:8]=[CH:7][CH:6]=1.[CH3:16][NH:17][NH2:18]>C(O)C>[NH2:13][C:12]1[N:17]([CH3:16])[N:18]=[C:3]([CH2:4][C:5]2[CH:10]=[CH:9][CH:8]=[CH:7][CH:6]=2)[C:11]=1[C:14]#[N:15]. Reported procedure: A mixture of (1-methoxy-2-phenylethylidene)malononitrile (prepared by the method of B. C. Kraybill et al., J. Am. Chem. Soc. 2002, 124, 12118-12128; 10 g, 50 mmol) and methylhydrazine (2.3 g, 50 mmol) in ethanol (120 mL) was heated to reflux for 10 minutes. The reaction was concentrated in vacuo, and the residue was diluted with water (200 mL) and extracted with EtOAc (3×100 mL). The combined organic layers were washed with brine, dried over sodium sulfate, filtered and concentrated under reduce... Starting materials: O=C([O-])[O-], O=C=NCc1ccccc1, Cc1onc2c1c(=O)n(C1CCCNC1)c1cccc(Cl)c21, I, [K+], [K+], C1CCOC1. The product is Cc1onc2c1c(=O)n(C1CCCN(C(=O)NCc3ccccc3)C1)c1cccc(Cl)c21. Reaction SMILES: [C:34](=[O:35])([O-:36])[O-:37].[CH2:24]([c:25]1[cH:26][cH:27][cH:28][cH:29][cH:30]1)[N:31]=[C:32]=[O:33].[Cl:2][c:3]1[c:4]2[c:5]3[c:6]([c:7](=[O:19])[n:8]([CH:13]4[CH2:14][NH:15][CH2:16][CH2:17][CH2:18]4)[c:9]2[cH:10][cH:11][cH:12]1)[c:20]([CH3:23])[o:21][n:22]3.[IH:1].[K+:38].[K+:39].[O:40]1[CH2:41][CH2:42][CH2:43][CH2:44]1>>[Cl:2][c:3]1[c:4]2[c:5]3[c:6]([c:7](=[O:19])[n:8]([CH:13]4[CH2:14][N:15]([C:32]([NH:31][CH2:24][c:25]5[cH:26][cH:27][cH:28][cH:29][cH:30]5)=[O:33])[CH2:16][CH2:17][CH2:18]4)[c:9]2[cH:10][cH:11][cH:12]1)[c:20]([CH3:23])[o:21][n:22]3.